From a dataset of the Open Reaction Database (ORD), a public repository of structured organic reaction records. describe an organic reaction: reactants, conditions, products, and yield The reactants are OCCCO, CCCCCCP(=O)(O)CCC(=O)O, Cc1ccccc1, O. Product: CCCCCCP(=O)(O)CCC(=O)OCCCO. Reaction SMILES: [CH2:15]([CH2:16][CH2:17][OH:18])[OH:19].[CH2:1]([CH2:2][CH2:3][CH2:4][CH2:5][CH3:6])[P:7](=[O:8])([CH2:9][CH2:10][C:11](=[O:12])[OH:13])[OH:14].[CH3:21][c:22]1[cH:23][cH:24][cH:25][cH:26][cH:27]1.[OH2:20]>>[CH2:1]([CH2:2][CH2:3][CH2:4][CH2:5][CH3:6])[P:7](=[O:8])([CH2:9][CH2:10][C:11](=[O:12])[O:13][CH2:15][CH2:16][CH2:17][OH:18])[OH:14]. Reactants: CN1N=C(C2=CC(=CC=C12)[N+](=O)[O-])C (1,3-Dimethyl-5-nitro-1H-indazole), NH2NH2 water. Reagents/catalysts: [Pd] (Pd/C). Solvent: C(C)O (ethanol). Reaction conditions: temperature 50 celsius, time 1.5 hour. Product: CN1N=C(C2=CC(=CC=C12)N)C (1,3-Dimethyl-1H-indazol-5-amine). Yield: 84.4%. As a reaction SMILES: [CH3:1][N:2]1[C:10]2[C:5](=[CH:6][C:7]([N+:11]([O-])=O)=[CH:8][CH:9]=2)[C:4]([CH3:14])=[N:3]1>C(O)C.[Pd]>[CH3:1][N:2]1[C:10]2[C:5](=[CH:6][C:7]([NH2:11])=[CH:8][CH:9]=2)[C:4]([CH3:14])=[N:3]1. Procedure: To a solution of 307a (crude, 2.5 mmol) in ethanol (95%, 30 mL) was added NH2NH2 water (1.25 g, 25.0 mmol), Pd/C (100 mg) under nitrogen protection. The mixture was stirred at 50° C. for 1.5 h. It was then cooled to room temperature and filtered through a pad of CELITE®. The filtrate was concentrated under reduced pressure and the residue was recrystallized from anhydrous ethanol (5 mL) to afford 307b as white solid (340 mg, 84% over two steps). MS-ESI: [M+H]+ 162.3 Reactants: Cc1cc(CC(OC(=O)N2CCC(N3CCc4ccccc4NC3=O)CC2)C(=O)N2CCC(N3CCC(C(=O)O)CC3)CC2)cc(C)c1OCc1ccccc1, CO, [H][H]. The product is Cc1cc(CC(OC(=O)N2CCC(N3CCc4ccccc4NC3=O)CC2)C(=O)N2CCC(N3CCC(C(=O)O)CC3)CC2)cc(C)c1O. As a reaction SMILES: [CH2:1]([c:2]1[cH:3][cH:4][cH:5][cH:6][cH:7]1)[O:8][c:9]1[c:10]([CH3:56])[cH:11][c:12]([CH2:16][CH:17]([C:18](=[O:19])[N:20]2[CH2:21][CH2:22][CH:23]([N:26]3[CH2:27][CH2:28][CH:29]([C:32](=[O:33])[OH:34])[CH2:30][CH2:31]3)[CH2:24][CH2:25]2)[O:35][C:36](=[O:37])[N:38]2[CH2:39][CH2:40][CH:41]([N:44]3[C:45](=[O:55])[NH:46][c:47]4[c:48]([cH:51][cH:52][cH:53][cH:54]4)[CH2:49][CH2:50]3)[CH2:42][CH2:43]2)[cH:13][c:14]1[CH3:15].[CH3:59][OH:60].[H:57][H:58]>>[OH:8][c:9]1[c:10]([CH3:56])[cH:11][c:12]([CH2:16][CH:17]([C:18](=[O:19])[N:20]2[CH2:21][CH2:22][CH:23]([N:26]3[CH2:27][CH2:28][CH:29]([C:32](=[O:33])[OH:34])[CH2:30][CH2:31]3)[CH2:24][CH2:25]2)[O:35][C:36](=[O:37])[N:38]2[CH2:39][CH2:40][CH:41]([N:44]3[C:45](=[O:55])[NH:46][c:47]4[c:48]([cH:51][cH:52][cH:53][cH:54]4)[CH2:49][CH2:50]3)[CH2:42][CH2:43]2)[cH:13][c:14]1[CH3:15]. Reactants: O=C([O-])[O-], CO, Cc1nc(N)ccc1C#C[Si](C)(C)C, [K+], [K+], O. Product: C#Cc1ccc(N)nc1C. RXN SMILES: [C:17](=[O:18])([O-:19])[O-:20].[CH3:15][OH:16].[CH3:1][c:2]1[c:3]([C:9]#[C:10][Si:11]([CH3:12])([CH3:13])[CH3:14])[cH:4][cH:5][c:6]([NH2:8])[n:7]1.[K+:21].[K+:22].[OH2:23]>>[CH3:1][c:2]1[c:3]([C:9]#[CH:10])[cH:4][cH:5][c:6]([NH2:8])[n:7]1.